This data is from the Open Reaction Database (ORD), a public repository of structured organic reaction records. The task is: describe an organic reaction: reactants, conditions, products, and yield The reactants are C1(CCCC1)CCNCC1=CC=CC=C1 (N-[2-(cyclopentyl)ethyl] benzenemethanamine), Cl (hydrochloric acid), BrCCCN1C(C=2C(C1=O)=CC=CC2)=O (N-(3-bromopropyl)phthalimide), O.NN (hydrazine hydrate). Solvent: C(C)#N (acetonitrile), C(C)O (ethanol). Yields the product C1(CCCC1)CCN(CCCN)CC1=CC=CC=C1 (N-[2-(Cyclopentyl )ethyl]-N-phenylmethyl-1,3-propanediamine). Reaction SMILES: [CH:1]1([CH2:6][CH2:7][NH:8][CH2:9][C:10]2[CH:15]=[CH:14][CH:13]=[CH:12][CH:11]=2)[CH2:5][CH2:4][CH2:3][CH2:2]1.Br[CH2:17][CH2:18][CH2:19][N:20]1C(=O)C2=CC=CC=C2C1=O.O.NN.Cl>C(#N)C.C(O)C>[CH:1]1([CH2:6][CH2:7][N:8]([CH2:9][C:10]2[CH:11]=[CH:12][CH:13]=[CH:14][CH:15]=2)[CH2:17][CH2:18][CH2:19][NH2:20])[CH2:2][CH2:3][CH2:4][CH2:5]1 |f:2.3|. Procedure: Combine 20.3 g (0.1 mol) N-[2-(cyclopentyl)ethyl] benzenemethanamine and 26.8 g (0.1 mol) of N-(3-bromopropyl)phthalimide in 100 mL of acetonitrile. Heat the reaction mixture at reflux and monitor the progress of the reaction by thin-layer chromatography on silica gel. At the completion of the reaction remove the solvent in vacuo. To the residue add 100 mL of ethanol and 15 g (0.3 mol) of hydrazine hydrate. Reflux the reaction mixture and follow the progress of the reaction by thin-layer chromat... Starting materials: C(C)OC(CC1=CC(=C(C=C1)O)OC)=O (3-methoxy-4-hydroxybenzeneacetic acid ethyl ester), C([O-])([O-])=O.[K+].[K+] (potassium carbonate), BrCCCCCCCCCCCCCC (1-bromotetradecane). The solvent is CC(=O)C (acetone). Yields the product C(C)OC(CC1=CC(=C(C=C1)OCCCCCCCCCCCCCC)OC)=O (3-Methoxy-4-(tetradecyloxy)benzeneacetic acid ethyl ester). Yield: 68.9%. RXN SMILES: [CH2:1]([O:3][C:4](=[O:15])[CH2:5][C:6]1[CH:11]=[CH:10][C:9]([OH:12])=[C:8]([O:13][CH3:14])[CH:7]=1)[CH3:2].C(=O)([O-])[O-].[K+].[K+].Br[CH2:23][CH2:24][CH2:25][CH2:26][CH2:27][CH2:28][CH2:29][CH2:30][CH2:31][CH2:32][CH2:33][CH2:34][CH2:35][CH3:36]>CC(C)=O>[CH2:1]([O:3][C:4](=[O:15])[CH2:5][C:6]1[CH:11]=[CH:10][C:9]([O:12][CH2:36][CH2:35][CH2:34][CH2:33][CH2:32][CH2:31][CH2:30][CH2:29][CH2:28][CH2:27][CH2:26][CH2:25][CH2:24][CH3:23])=[C:8]([O:13][CH3:14])[CH:7]=1)[CH3:2] |f:1.2.3|. Reported procedure: A mixture of 50 g of 3-methoxy-4-hydroxybenzeneacetic acid ethyl ester, 66.1 g of powdered potassium carbonate, 70.57 g of 1-bromotetradecane and 500 ml of acetone is heated at reflux temperature for 76 hours. The reaction is cooled, filtered and the filtrate concentrated in vacuo. The residue is dissolved in methylene chloride, washed with 2% sodium bicarbonate and saturated sodium chloride, dried and concentrated in vacuo. The residue is purified by column chromatography (silica gel:0-10% ethy...